This data is from the Open Reaction Database (ORD), a public repository of structured organic reaction records. The task is: describe an organic reaction: reactants, conditions, products, and yield The reactants are C(C)OC=1C(N(CC1C(=O)O)C(C)C)=O (3-Ethoxy-1-isopropyl-2-oxo-3-pyrroline-4-carboxylic Acid), [N+](=O)(O)[O-] (nitric acid), C(C)OC=1C(N(CC1C(=O)O)C(C)C)=O (3-Ethoxy-1-isopropyl-2-oxo-3-pyrroline-4-carboxylic Acid), C(=O)=O (carbon dioxide), C(C)OC=1C(N(CC1C(=O)O)C(C)C)=O (3-Ethoxy-1-isopropyl-2-oxo-3-pyrroline-4-carboxylic Acid), ice. Run in S(O)(O)(=O)=O (sulfuric acid). Reaction conditions: temperature -5 celsius, time 3 hour. Yields the product C(C)(C)N1C(C(=C(C1)[N+](=O)[O-])OCC)=O (1-Isopropyl-4-nitro-3-ethoxy-2-oxo-3-pyrroline). Reaction SMILES: [CH2:1]([O:3][C:4]1[C:5](=[O:15])[N:6]([CH:12]([CH3:14])[CH3:13])[CH2:7][C:8]=1C(O)=O)[CH3:2].[N+:16]([O-])([OH:18])=[O:17].C(=O)=O>S(=O)(=O)(O)O>[CH:12]([N:6]1[CH2:7][C:8]([N+:16]([O-:18])=[O:17])=[C:4]([O:3][CH2:1][CH3:2])[C:5]1=[O:15])([CH3:14])[CH3:13]. Procedure: 3-Ethoxy-1-isopropyl-2-oxo-3-pyrroline-4-carboxylic acid (5b, 8 g, 0.0376 mol) in powdered form was added in small portions through a seive to a stirred mixture of 70 mL of concentrated sulfuric acid and 4.7 mL of white fuming nitric acid (90%) that had been cooled to -5° C. prior to the start of the addition of 5b. The rate of addition of 5b was controlled so as to keep the temperature of the reaction mixture from rising above -3° C. and to minimize accumulation of undissolved lumps of starting... Starting materials: C([O-])([O-])=O.[K+].[K+] (potassium carbonate), ClCCCCCCCCCC1=CC=C(C=C1)OC (1-Chloro-8-(4-anisyl)-octane), C([O-])([O-])=O.[K+].[K+] (potassium carbonate), BrC1=NC(=CC=C1O)CO (2-bromo-3-hydroxy-6-hydroxymethylpyridine), BrC1=NC(=CC=C1O)CO (2-bromo-3-hydroxy-6-hydroxymethylpyridine), Br (hydrogen bromide). The solvent is O (water), C(CCC)O (butan-1-ol), CN(C=O)C (dimethyl formamide). The product is Br.BrC1=NC(=CC=C1OCCCCCCCCC1=CC=C(C=C1)OC)CO (2-Bromo-6-hydroxymethyl-3-[8(4-methoxyphenyl)octyloxy]pyridine hydrobromide). As a reaction SMILES: [Br:1][C:2]1[C:7]([OH:8])=[CH:6][CH:5]=[C:4]([CH2:9][OH:10])[N:3]=1.ClC[CH2:13][CH2:14][CH2:15][CH2:16][CH2:17][CH2:18][CH2:19][CH2:20][C:21]1[CH:26]=[CH:25][C:24]([O:27][CH3:28])=[CH:23][CH:22]=1.C(=O)([O-])[O-].[K+].[K+].Br>CN(C)C=O.C(O)CCC.O>[BrH:1].[Br:1][C:2]1[C:7]([O:8][CH2:13][CH2:14][CH2:15][CH2:16][CH2:17][CH2:18][CH2:19][CH2:20][C:21]2[CH:22]=[CH:23][C:24]([O:27][CH3:28])=[CH:25][CH:26]=2)=[CH:6][CH:5]=[C:4]([CH2:9][OH:10])[N:3]=1 |f:2.3.4,9.10|. Procedure: The crude 2-bromo-3-hydroxy-6-hydroxymethylpyridine (vide supra, 1.12 mol) was dissolved in dimethyl formamide (1150 ml) at 60° C. 1-Chloro-8-(4-anisyl)-octane (342 g, 1.34 mmol) and potassium carbonate (388 g, 2.81 mol) were added. It was found to be important that the potassium carbonate was ground to as fine a powder as possible. The mixture was stirred vigorously and heated to 90°-95° C. until the assay of 2-bromo-3-hydroxy-6-hydroxymethylpyridine (by HPLC) fell below 3% (approx 5 h). The mi... The reactants are resultant solution, C1(=CC=CC=C1)P(C1=CC=CC=C1)C1=CC=CC=C1 (triphenylphosphine), C(CCC)[SnH](CCCC)CCCC (Tri(n-butyl)tin hydride), resultant solution, C(CC)(=O)C1=C(N2C(C(CN2C1)NC(\C(=N/OC)\C=1N=C(SC1)NC(=O)OCC=C)=O)=O)C(=O)OCC=C (allyl 3-(propionyl)-7-(R,S)-[2-(2-(allyloxycarbonylamino)thiazol-4-yl)-2-(Z)-methoxyiminoacetamido]-8-oxo-1,5-diazabicyclo[3.3.0]octa-2-ene-2-carboxylate), Cl (hydrochloric acid). Reagents/catalysts: C(C)(=O)[O-].[Pd+2].C(C)(=O)[O-] (Palladium(II) acetate). Solvent: CC(=O)C (acetone), C(C)#N (acetonitrile), C(C)OCC (diethyl ether). Run at temperature 0 celsius. Yields the product C(CC)(=O)C1=C(N2C(C(CN2C1)NC(\C(=N/OC)\C=1N=C(SC1)N)=O)=O)C(=O)O (3-(propionyl)-7-(R,S)-[2-(2-aminothiazol-4-yl)-2-(Z)-methoxyiminoacetamido]-8-oxo-1,5-diazabicyclo[3.3.0]octa-2-ene-2-carboxylic acid). The yield is 20.8%. Reaction SMILES: [C:1]([C:5]1[CH2:12][N:11]2[N:7]([C:8](=[O:32])[CH:9]([NH:13][C:14](=[O:31])/[C:15](/[C:19]3[N:20]=[C:21]([NH:24]C(OCC=C)=O)[S:22][CH:23]=3)=[N:16]\[O:17][CH3:18])[CH2:10]2)[C:6]=1[C:33]([O:35]CC=C)=[O:34])(=[O:4])[CH2:2][CH3:3].C1(P(C2C=CC=CC=2)C2C=CC=CC=2)C=CC=CC=1.C([SnH](CCCC)CCCC)CCC.Cl>C(#N)C.C([O-])(=O)C.[Pd+2].C([O-])(=O)C.CC(C)=O.C(OCC)C>[C:1]([C:5]1[CH2:12][N:11]2[N:7]([C:8](=[O:32])[CH:9]([NH:13][C:14](=[O:31])/[C:15](/[C:19]3[N:20]=[C:21]([NH2:24])[S:22][CH:23]=3)=[N:16]\[O:17][CH3:18])[CH2:10]2)[C:6]=1[C:33]([OH:35])=[O:34])(=[O:4])[CH2:2][CH3:3] |f:5.6.7|. Reported procedure: Under a nitrogen atmosphere, allyl 3-(propionyl)-7-(R,S)-[2-(2-(allyloxycarbonylamino)thiazol-4-yl)-2-(Z)-methoxyiminoacetamido]-8-oxo-1,5-diazabicyclo[3.3.0]octa-2-ene-2-carboxylate (270 mg, 0.49 mmol) was suspended in a mixture of acetonitrile (10 ml)/diethyl ether (5 ml). Palladium(II) acetate (5.5 mg, 0.0245 mmol) and triphenylphosphine (51.4 mg, 0.196 mmol) were added to the suspension then acetone (45 ml) was added to effect solution and the resultant solution was stirred for 30 minutes at... Reactants: O=C1Cc2ccc(Br)cc2N1, CCOCC, ClCCl, Cc1ccccc1, CCO, CCOC(C)=O, [Na+], [Na+], O=C([O-])[O-], c1ccc(P(c2ccccc2)(c2ccccc2)[Pd](P(c2ccccc2)(c2ccccc2)c2ccccc2)(P(c2ccccc2)(c2ccccc2)c2ccccc2)P(c2ccccc2)(c2ccccc2)c2ccccc2)cc1, OB(O)c1cccnc1. Yields the product O=C1Cc2ccc(-c3cccnc3)cc2N1. Reaction SMILES: [Br:1][c:2]1[cH:3][cH:4][c:5]2[c:9]([cH:10]1)[NH:8][C:7](=[O:11])[CH2:6]2.[CH2:27]([O:28][CH2:29][CH3:30])[CH3:31].[CH2:32]([Cl:33])[Cl:34].[CH3:35][c:36]1[cH:37][cH:38][cH:39][cH:40][cH:41]1.[CH3:42][CH2:43][OH:44].[CH3:45][CH2:46][O:47][C:48](=[O:49])[CH3:50].[Na+:12].[Na+:13].[O-:14][C:15](=[O:16])[O-:17].[cH:51]1[cH:52][cH:53][c:54]([P:55]([Pd:56]([P:57]([c:58]2[cH:59][cH:60][cH:61][cH:62][cH:63]2)([c:64]2[cH:65][cH:66][cH:67][cH:68][cH:69]2)[c:70]2[cH:71][cH:72][cH:73][cH:74][cH:75]2)([P:76]([c:77]2[cH:78][cH:79][cH:80][cH:81][cH:82]2)([c:83]2[cH:84][cH:85][cH:86][cH:87][cH:88]2)[c:89]2[cH:90][cH:91][cH:92][cH:93][cH:94]2)[P:95]([c:96]2[cH:97][cH:98][cH:99][cH:100][cH:101]2)([c:102]2[cH:103][cH:104][cH:105][cH:106][cH:107]2)[c:108]2[cH:109][cH:110][cH:111][cH:112][cH:113]2)([c:114]2[cH:115][cH:116][cH:117][cH:118][cH:119]2)[c:120]2[cH:121][cH:122][cH:123][cH:124][cH:125]2)[cH:126][cH:127]1.[n:18]1[cH:19][c:20]([B:24]([OH:25])[OH:26])[cH:21][cH:22][cH:23]1>>[c:2]1(-[c:20]2[cH:19][n:18][cH:23][cH:22][cH:21]2)[cH:3][cH:4][c:5]2[c:9]([cH:10]1)[NH:8][C:7](=[O:11])[CH2:6]2.